Task: describe an organic reaction: reactants, conditions, products, and yield. Dataset: the Open Reaction Database (ORD), a public repository of structured organic reaction records Reactants: CC(C)([O-])C.[K+] (potassium tert-butoxide), ClC1=CC(=C(C(=C1)CC)CC(=O)N(N=C(C(=O)OCC)C)C)CC (ethyl 2-[2-(4-chloro-2,6-diethylphenylacetyl)-2-methylhydrazono]propanoate). Solvent: O1CCCC1 (tetrahydrofuran), C1(=CC=CC=C1)C (toluene). Reaction conditions: time 10 minute. The product is ClC1=CC(=C(C(=C1)CC)C=1C(N(N=C(C1O)C)C)=O)CC (4-(4-Chloro-2,6-diethylphenyl)-5-hydroxy-2,6-dimethyl-3(2H)-pyridazinone). Isolated yield 14.6%. As a reaction SMILES: CC(C)([O-])C.[K+].[Cl:7][C:8]1[CH:13]=[C:12]([CH2:14][CH3:15])[C:11]([CH2:16][C:17]([N:19]([CH3:28])[N:20]=[C:21]([CH3:27])[C:22]([O:24]CC)=O)=[O:18])=[C:10]([CH2:29][CH3:30])[CH:9]=1>O1CCCC1.C1(C)C=CC=CC=1>[Cl:7][C:8]1[CH:9]=[C:10]([CH2:29][CH3:30])[C:11]([C:16]2[C:17](=[O:18])[N:19]([CH3:28])[N:20]=[C:21]([CH3:27])[C:22]=2[OH:24])=[C:12]([CH2:14][CH3:15])[CH:13]=1 |f:0.1|. Reported procedure: A solution of 0.55 g of potassium tert-butoxide in 20 mL of tetrahydrofuran was stirred at 36 to 38° C. under nitrogen atmosphere. To the solution was added dropwise a solution of 0.79 g of ethyl 2-[2-(4-chloro-2,6-diethylphenylacetyl)-2-methylhydrazono]propanoate (compound VI-2) in 15 mL of toluene over about 20 minutes. The mixture was further stirred at the same temperature for 10 minutes. Then, the reaction mixture was concentrated under reduced pressure. To the residue was added 20 mL of ic... Reactants: C([O-])([O-])=O.[Li+].[Li+] (lithium carbonate), [Br-].[Li+] (lithium bromide), FC1=CC=CC=2C=3C(CCCC3NC12)=O (1-fluoro-5-oxo-5,6,7,8-tetrahydrocarbazole). The reagents and catalysts are [Cu] (copper). Solvent: C(C)(=O)OCC (ethyl acetate). Yields the product FC1=CC=CC=2C3=C(C=CC=C3NC12)O (1-Fluoro-5-hydroxycarbazole). Isolated yield 28.9%. RXN SMILES: [F:1][C:2]1[C:14]2[NH:13][C:12]3[CH2:11][CH2:10][CH2:9][C:8](=[O:15])[C:7]=3[C:6]=2[CH:5]=[CH:4][CH:3]=1.C(=O)([O-])[O-].[Li+].[Li+].[Br-].[Li+]>[Cu].C(OCC)(=O)C>[F:1][C:2]1[C:14]2[NH:13][C:12]3[C:7](=[C:8]([OH:15])[CH:9]=[CH:10][CH:11]=3)[C:6]=2[CH:5]=[CH:4][CH:3]=1 |f:1.2.3,4.5|. Reported procedure: A mixture of 1-fluoro-5-oxo-5,6,7,8-tetrahydrocarbazole (111 mg, 0.55 mmol), copper II bromide (244 mg, 1.09 mmol), and 5 mL of ethyl acetate was heated to reflux for about 12 hours. The reaction was cooled to room temperature, treated with celite, and then filtered. The reaction was partitioned between aqueous sodium bicarbonate and ethyl acetate. The organic layer was dried over magnesium sulfate, filtered,and concentrated in vacuo. The residue was dissolved in 5 mL of dimethylformamide and li...